Dataset: the Open Reaction Database (ORD), a public repository of structured organic reaction records. Task: describe an organic reaction: reactants, conditions, products, and yield Starting materials: CCCCNC(=O)NC1OC(CO)C(O)C(O)C1O, CC(=O)O, O=N[O-], [Na+], [Na], O. Yields the product CCCCN(N=O)C(=O)NC1OC(CO)C(O)C(O)C1O. Reaction SMILES: [CH2:1]([CH2:2][CH2:3][CH3:4])[NH:5][C:6](=[O:7])[NH:8][CH:9]1[CH:10]([OH:11])[CH:12]([OH:13])[CH:14]([OH:15])[CH:16]([CH2:18][OH:19])[O:17]1.[CH3:26][C:27](=[O:28])[OH:29].[N:20](=[O:21])[O-:22].[Na+:23].[Na:24].[OH2:25]>>[CH2:1]([CH2:2][CH2:3][CH3:4])[N:5]([C:6](=[O:7])[NH:8][CH:9]1[CH:10]([OH:11])[CH:12]([OH:13])[CH:14]([OH:15])[CH:16]([CH2:18][OH:19])[O:17]1)[N:20]=[O:21]. Starting materials: N(=NC(=O)OC(C)C)C(=O)OC(C)C (diisopropyl azodicarboxylate), ClC1=C(C=C(C=C1)Cl)C1=NN(CC1)C(CC1=CC(=CC=C1)C1=NC=C(C=N1)O)=O (1-[3-(2,5-dichlorophenyl)-4,5-dihydropyrazol-1-yl]-2-[3-(5-hydroxypyrimidin-2-yl)phenyl]ethanone), C1(=CC=CC=C1)P(C1=CC=CC=C1)C1=CC=CC=C1 (triphenylphosphine), O1CCN(CC1)CCO (2-morpholinoethanol). The solvent is C1CCOC1 (THF). Run at time 16 hour. Yields the product ClC1=C(C=C(C=C1)Cl)C1=NN(CC1)C(CC1=CC(=CC=C1)C1=NC=C(C=N1)OCCN1CCOCC1)=O (1-[3-(2,5-dichlorophenyl)-4,5-dihydropyrazol-1-yl]-2-{3-[5-(2-morpholin-4-ylethoxy)pyrimidin-2-yl]phenyl}ethanone). Reaction SMILES: [Cl:1][C:2]1[CH:7]=[CH:6][C:5]([Cl:8])=[CH:4][C:3]=1[C:9]1[CH2:13][CH2:12][N:11]([C:14](=[O:29])[CH2:15][C:16]2[CH:21]=[CH:20][CH:19]=[C:18]([C:22]3[N:27]=[CH:26][C:25]([OH:28])=[CH:24][N:23]=3)[CH:17]=2)[N:10]=1.C1(P(C2C=CC=CC=2)C2C=CC=CC=2)C=CC=CC=1.[O:49]1[CH2:54][CH2:53][N:52]([CH2:55][CH2:56]O)[CH2:51][CH2:50]1.N(C(OC(C)C)=O)=NC(OC(C)C)=O>C1COCC1>[Cl:1][C:2]1[CH:7]=[CH:6][C:5]([Cl:8])=[CH:4][C:3]=1[C:9]1[CH2:13][CH2:12][N:11]([C:14](=[O:29])[CH2:15][C:16]2[CH:21]=[CH:20][CH:19]=[C:18]([C:22]3[N:27]=[CH:26][C:25]([O:28][CH2:56][CH2:55][N:52]4[CH2:53][CH2:54][O:49][CH2:50][CH2:51]4)=[CH:24][N:23]=3)[CH:17]=2)[N:10]=1. Reported procedure: 6.2 A suspension of 108 mg (0.253 mmol) of 1-[3-(2,5-dichlorophenyl)-4,5-dihydropyrazol-1-yl]-2-[3-(5-hydroxypyrimidin-2-yl)phenyl]ethanone, 100 mg (0.38 mmol) of triphenylphosphine and 64.4 μl of 2-morpholinoethanol in 0.5 ml of THF is cooled in an ice bath, and 74 μl (0.38 mmol) of diisopropyl azodicarboxylate are slowly added dropwise. The reaction mixture is stirred at room temperature for 16 hours. The mixture is evaporated and the residue is chromatographed on a silica-gel column with dich... Starting materials: CO[C@H](C(=O)N[C@H](C(=O)N([C@H](/C=C(/C(=O)OCC)\C)C(C)C)C)C(C)(C)C)C(C)(C1=CC=CC=C1)C (ethyl (E,4S)-4-[((2S)-2-{[(2S)-2-methoxy-3-methyl-3-phenylbutanoyl]amino}-3,3-dimethylbutanoyl)(methyl)amino]-2,5-dimethyl-2-hexenoate), CO[C@@H](C(=O)N[C@H](C(=O)N([C@H](/C=C(/C(=O)OCC)\C)C(C)C)C)C(C)(C)C)C(C)(C1=CC=CC=C1)C (ethyl (E,4S)-4-[((2S)-2-{[(2R)-2-methoxy-3-methyl-3-phenylbutanoyl]amino}-3,3-dimethylbutanoyl)(methyl)amino]-2,5-dimethyl-2-hexenoate), O (water), O.[OH-].[Li+] (lithium hydroxide monohydrate). Solvent: CO (methanol), O1CCCC1 (tetrahydrofuran). Reaction conditions: temperature 60 celsius, time 16 hour. The product is CO[C@@H](C(=O)N[C@@H](C(C)(C)C)C(=O)N([C@H](/C=C(/C(=O)O)\C)C(C)C)C)C(C)(C1=CC=CC=C1)C ((E,4S)-4-[(N-[(2R)-2-methoxy-3-methyl-3-phenylbutanoyl]-3-methyl-L-valyl}(methyl)amino]-2,5-dimethyl-2-hexenoic acid). As a reaction SMILES: [CH3:1][O:2][C@@H:3]([C:28]([CH3:36])([C:30]1[CH:35]=[CH:34][CH:33]=[CH:32][CH:31]=1)[CH3:29])[C:4]([NH:6][C@@H:7]([C:24]([CH3:27])([CH3:26])[CH3:25])[C:8]([N:10]([CH3:23])[C@@H:11]([CH:20]([CH3:22])[CH3:21])/[CH:12]=[C:13](\[CH3:19])/[C:14]([O:16]CC)=[O:15])=[O:9])=[O:5].CO[C@H](C(C)(C1C=CC=CC=1)C)C(N[C@@H](C(C)(C)C)C(N(C)[C@@H](C(C)C)/C=C(\C)/C(OCC)=O)=O)=O.O.O.[OH-].[Li+]>CO.O1CCCC1>[CH3:1][O:2][C@H:3]([C:28]([CH3:36])([C:30]1[CH:31]=[CH:32][CH:33]=[CH:34][CH:35]=1)[CH3:29])[C:4]([NH:6][C@H:7]([C:8]([N:10]([CH3:23])[C@@H:11]([CH:20]([CH3:22])[CH3:21])/[CH:12]=[C:13](\[CH3:19])/[C:14]([OH:16])=[O:15])=[O:9])[C:24]([CH3:25])([CH3:26])[CH3:27])=[O:5] |f:3.4.5|. Reported procedure: According to General Procedure II, a 1:1 mixture of ethyl (E,4S)-4-[((2S)-2-{[(2S)-2-methoxy-3-methyl-3-phenylbutanoyl]amino}-3,3-dimethylbutanoyl)(methyl)amino]-2,5-dimethyl-2-hexenoate and ethyl (E,4S)-4-[((2S)-2-{[(2R)-2-methoxy-3-methyl-3-phenylbutanoyl]amino}-3,3-dimethylbutanoyl)(methyl)amino]-2,5-dimethyl-2-hexenoate (1.0 g, 2.0 mmol, from Reference Example 104) is dissolved in methanol (10 mL) and tetrahydrofuran (10 mL). To this solution is added water (5 mL) and lithium hydroxide monoh...